From a dataset of the Open Reaction Database (ORD), a public repository of structured organic reaction records. describe an organic reaction: reactants, conditions, products, and yield Starting materials: C(#N)[Cu] (CuCN), NC1=CC2=C(N(C(N2)=O)C2=CC=C(C=C2)Cl)C(=C1)C(F)(F)F (5-Amino-1-(4-chlorophenyl)-7-(trifluoromethyl)-1,3-dihydro-2H-benzimidazol-2-one), N(=O)OC(C)(C)C (t-butyl nitrite). Solvent: [Cl-].[Na+].O (brine), CS(=O)C (dimethyl sulfoxide). Run at temperature 55 celsius, time 4 hour. Yields the product ClC1=CC=C(C=C1)N1C(NC2=C1C(=CC(=C2)C#N)C(F)(F)F)=O (1-(4-chlorophenyl)-2-oxo-7-(trifluoromethyl)-2,3-dihydro-1H-benzimidazole-5-carbonitrile). The yield is 23.2%. RXN SMILES: N[C:2]1[CH:18]=[C:17]([C:19]([F:22])([F:21])[F:20])[C:5]2[N:6]([C:10]3[CH:15]=[CH:14][C:13]([Cl:16])=[CH:12][CH:11]=3)[C:7](=[O:9])[NH:8][C:4]=2[CH:3]=1.[C:23]([Cu])#[N:24].N(OC(C)(C)C)=O>CS(C)=O.[Cl-].[Na+].O>[Cl:16][C:13]1[CH:12]=[CH:11][C:10]([N:6]2[C:5]3[C:17]([C:19]([F:21])([F:22])[F:20])=[CH:18][C:2]([C:23]#[N:24])=[CH:3][C:4]=3[NH:8][C:7]2=[O:9])=[CH:15][CH:14]=1 |f:4.5.6|. Procedure: 5-Amino-1-(4-chlorophenyl)-7-(trifluoromethyl)-1,3-dihydro-2H-benzimidazol-2-one (0.7398 g) was dissolved in dimethyl sulfoxide (35 ml), and to the solution was added CuCN (0.6065 g). The mixture was heated at 55° C. At the same temperature, t-butyl nitrite (0.792 ml) was added dropwise during 1.5 hours. After the addition was completed, the mixture was stirred at 60° C. for 4 hours. After allowing to cool, to the reaction mixture was added saturated brine, and the mixture was extracted with eth... Reactants: O=C([O-])[O-], Cc1ccc(S(=O)(=O)n2cc(I)c(OCc3ccccc3)n2)cc1, CCO, Cc1ccccc1, OB(O)c1cccc(Cl)c1, [K+], [K+], c1ccc(P(c2ccccc2)(c2ccccc2)[Pd](P(c2ccccc2)(c2ccccc2)c2ccccc2)(P(c2ccccc2)(c2ccccc2)c2ccccc2)P(c2ccccc2)(c2ccccc2)c2ccccc2)cc1. Yields the product Cc1ccc(S(=O)(=O)n2cc(-c3cccc(Cl)c3)c(OCc3ccccc3)n2)cc1. As a reaction SMILES: [C:11](=[O:12])([O-:13])[O-:14].[CH2:17]([c:18]1[cH:19][cH:20][cH:21][cH:22][cH:23]1)[O:24][c:25]1[n:26][n:27]([S:31](=[O:32])(=[O:33])[c:34]2[cH:35][cH:36][c:37]([CH3:40])[cH:38][cH:39]2)[cH:28][c:29]1[I:30].[CH3:41][CH2:42][OH:43].[CH3:44][c:45]1[cH:46][cH:47][cH:48][cH:49][cH:50]1.[Cl:1][c:2]1[cH:3][c:4]([B:8]([OH:9])[OH:10])[cH:5][cH:6][cH:7]1.[K+:15].[K+:16].[cH:51]1[cH:52][cH:53][c:54]([P:55]([Pd:56]([P:57]([c:58]2[cH:59][cH:60][cH:61][cH:62][cH:63]2)([c:64]2[cH:65][cH:66][cH:67][cH:68][cH:69]2)[c:70]2[cH:71][cH:72][cH:73][cH:74][cH:75]2)([P:76]([c:77]2[cH:78][cH:79][cH:80][cH:81][cH:82]2)([c:83]2[cH:84][cH:85][cH:86][cH:87][cH:88]2)[c:89]2[cH:90][cH:91][cH:92][cH:93][cH:94]2)[P:95]([c:96]2[cH:97][cH:98][cH:99][cH:100][cH:101]2)([c:102]2[cH:103][cH:104][cH:105][cH:106][cH:107]2)[c:108]2[cH:109][cH:110][cH:111][cH:112][cH:113]2)([c:114]2[cH:115][cH:116][cH:117][cH:118][cH:119]2)[c:120]2[cH:121][cH:122][cH:123][cH:124][cH:125]2)[cH:126][cH:127]1>>[Cl:1][c:2]1[cH:3][c:4](-[c:29]2[c:25]([O:24][CH2:17][c:18]3[cH:19][cH:20][cH:21][cH:22][cH:23]3)[n:26][n:27]([S:31](=[O:32])(=[O:33])[c:34]3[cH:35][cH:36][c:37]([CH3:40])[cH:38][cH:39]3)[cH:28]2)[cH:5][cH:6][cH:7]1. Starting materials: Cl (HCl), ClC1=C(C(=O)OCC)C=C(C(=C1)Cl)S(=O)(=O)NC1=C(C=CC=C1)F (ethyl 2,4-dichloro-5-{[(2-fluorophenyl)amino]sulfonyl}benzoate), C(C)O (ethanol), [OH-].[Na+] (NaOH). The solvent is O (water). Conditions: time 45 minute. The product is ClC1=C(C(=O)O)C=C(C(=C1)Cl)S(=O)(=O)NC1=C(C=CC=C1)F (2,4-dichloro-5-{[(2-fluorophenyl)amino]sulfonyl}benzoic acid). Reaction SMILES: [Cl:1][C:2]1[CH:12]=[C:11]([Cl:13])[C:10]([S:14]([NH:17][C:18]2[CH:23]=[CH:22][CH:21]=[CH:20][C:19]=2[F:24])(=[O:16])=[O:15])=[CH:9][C:3]=1[C:4]([O:6]CC)=[O:5].C(O)C.[OH-].[Na+].Cl>O>[Cl:1][C:2]1[CH:12]=[C:11]([Cl:13])[C:10]([S:14]([NH:17][C:18]2[CH:23]=[CH:22][CH:21]=[CH:20][C:19]=2[F:24])(=[O:16])=[O:15])=[CH:9][C:3]=1[C:4]([OH:6])=[O:5] |f:2.3|. Procedure details: To the product of Step A was added ethanol (8 mL) followed by a solution of NaOH (0.378 g, 9.45 mmol) in water (8 mL). The reaction was stirred at ambient temperature for 45 minutes. To the mixture was added 1 N HCl (23 mL), and the mixture was stirred overnight. The solids were collected by filtration, washed with water (1×5 mL), and dried by vacuum filtration to give 2,4-dichloro-5-{[(2-fluorophenyl)amino]sulfonyl}benzoic acid: 1H NMR (400 MHz, DMSO-d6) δ ppm 13.50 (bs, 1H), 10.30 (bs, 1H), 8.... Reactants: ClC=1C=C(C(=C(C1C#C[Si](C)(C)C)[N+](=O)[O-])C1=CC(=CC(=C1)F)F)C(=O)OC (methyl 4-chloro-3′,5′-difluoro-6-nitro-5-[(trimethylsilyl)ethynyl]biphenyl-2-carboxylate), C(C)(=O)O (acetic acid). The reagents and catalysts are [Fe] (iron), [Fe] (iron). Run in CO (methanol), O (water), C(C)(=O)OCC (ethyl acetate). Conditions: temperature 60 celsius. The product is NC=1C(=C(C=C(C1C1=CC(=CC(=C1)F)F)C(=O)OC)Cl)C#C[Si](C)(C)C (Methyl 6-amino-4-chloro-3′,5′-difluoro-5-[(trimethylsilyl)ethynyl]biphenyl-2-carboxylate). Yield: 98.8%. RXN SMILES: [Cl:1][C:2]1[CH:3]=[C:4]([C:25]([O:27][CH3:28])=[O:26])[C:5]([C:17]2[CH:22]=[C:21]([F:23])[CH:20]=[C:19]([F:24])[CH:18]=2)=[C:6]([N+:14]([O-])=O)[C:7]=1[C:8]#[C:9][Si:10]([CH3:13])([CH3:12])[CH3:11].C(O)(=O)C>CO.O.C(OCC)(=O)C.[Fe]>[NH2:14][C:6]1[C:7]([C:8]#[C:9][Si:10]([CH3:12])([CH3:11])[CH3:13])=[C:2]([Cl:1])[CH:3]=[C:4]([C:25]([O:27][CH3:28])=[O:26])[C:5]=1[C:17]1[CH:18]=[C:19]([F:24])[CH:20]=[C:21]([F:23])[CH:22]=1. Procedure details: A solution of methyl 4-chloro-3′,5′-difluoro-6-nitro-5-[(trimethylsilyl)ethynyl]biphenyl-2-carboxylate (4.6 g, 11 mmol) in methanol (46 mL), water (13 mL), and acetic acid (31 mL) was treated with iron (<10 micron) (3.0 g, 54 mmol) and heated at 60° C. for 2 hours. The reaction mixture was treated with additional iron (1.0 g, 18 mmol) and heated at 60° C. for 1 hour to drive the reaction to completion. The reaction mixture was diluted with ethyl acetate (50 mL) and filtered over celite. The filt... The product is CCOC(=O)C(=O)C(C)=O. RXN SMILES: [C:5]([C:6]([O:8][CH2:7][CH3:9])=[O:10])(=[O:11])[O:12][CH2:13][CH3:14].[CH3:16][CH2:17][O-:18].[CH3:1][C:2](=[O:3])[CH3:4].[ClH:19].[Na+:15].[O:20]1[CH2:21][CH2:22][CH2:23][CH2:24]1>>[CH3:1][C:2](=[O:3])[C:6]([C:5](=[O:11])[O:12][CH2:13][CH3:14])=[O:8]. The reactants are CCOC(=O)C(=O)OCC, CC[O-], CC(C)=O, Cl, [Na+], C1CCOC1. Starting materials: CS(=O)C (DMSO), O=C1N(C(CC1)=O)OC(CCC(=O)NCC1OC2=C(O1)C=CC(=C2)CC(C)N(C(C(F)(F)F)=O)C)=O (N-(5-{2-[methyl-(2,2,2-trifluoro-acetyl)-amino]-propyl}-benzo[1,3]dioxol-2-yl methyl)-succinamic Acid 2,5-dioxo-pyrrolin-1-yl Ester). The solvent is CN(C)C=O (DMF), P(=O)([O-])([O-])[O-].[K+].[K+].[K+] (potassium phosphate). Conditions: time 48 hour. Product: CC(CC=1C=CC2=C(C1)OCO2)NC (MDMA). RXN SMILES: CS(C)=O.O=C1CCC(=O)N1OC(=O)CCC(NC[CH:20]1[O:24][C:23]2[CH:25]=[CH:26][C:27]([CH2:29][CH:30]([N:32](C)[C:33](=O)C(F)(F)F)[CH3:31])=[CH:28][C:22]=2[O:21]1)=O>P([O-])([O-])([O-])=O.[K+].[K+].[K+].CN(C=O)C>[CH3:31][CH:30]([NH:32][CH3:33])[CH2:29][C:27]1[CH:26]=[CH:25][C:23]2[O:24][CH2:20][O:21][C:22]=2[CH:28]=1 |f:2.3.4.5|. Reported procedure: A solution of 800 mg of bovine serum albumin (BSA) in 8 mL of 50 mM potassium phosphate (pH 7.5) was cooled in an ice-bath. To the solution was added 12 mL of DMSO dropwise, and the reaction mixture was maintained below room temperature. To the protein solution was added a solution of 15 mg of MDMA derivative (1L) in 1 mL of anhydrous DMF dropwise. The reaction mixture was allowed to stir at room temperature 48 hours. The resulting conjugate was placed in a dialysis tube (10,000 MW cut-off) and ... Reactants: BrC1=C(C=C(C=C1)OS(=O)(=O)C)C (4-Bromo-1-[methanesulfonyloxy]-3-methylbenzene), BrN1C(CCC1=O)=O (N-bromosuccinimide), N(=NC(C#N)(C)C)C(C#N)(C)C (2,2′-azobisisobutyronitrile). Run in C(Cl)(Cl)(Cl)Cl (carbontetrachloride). Product: BrC1=C(C=C(C=C1)OS(=O)(=O)C)CBr (4-Bromo-3-bromomethyl-1-[methanesulfonyloxy]benzene). Reaction SMILES: [Br:1][C:2]1[CH:7]=[CH:6][C:5]([O:8][S:9]([CH3:12])(=[O:11])=[O:10])=[CH:4][C:3]=1[CH3:13].[Br:14]N1C(=O)CCC1=O.N(C(C)(C)C#N)=NC(C)(C)C#N>C(Cl)(Cl)(Cl)Cl>[Br:1][C:2]1[CH:7]=[CH:6][C:5]([O:8][S:9]([CH3:12])(=[O:11])=[O:10])=[CH:4][C:3]=1[CH2:13][Br:14]. Procedure: To a solution of the product from Step A (10.38 g, 39.2 mmol) and N-bromosuccinimide (8.61 g, 48.4 mmol) in 80 mL of carbontetrachloride was added 2,2′-azobisisobutyronitrile (0.89 g, 5.4 mmol), and the reaction was heated at reflux overnight under argon. The solution was cooled to room temperature, concentrated in vacuo, slurried with 30% EtOAc/hexane solution, and filtered. The filtrate was washed with saturated aq. NaHCO3 and brine, dried (Na2SO4), filtered, and concentrated in vacuo to provi...